Task: describe an organic reaction: reactants, conditions, products, and yield. Dataset: the Open Reaction Database (ORD), a public repository of structured organic reaction records Reactants: NCC(=O)O (glycine), [N+](=O)([O-])C1=CC=C(COC(=O)Cl)C=C1 (p-nitrobenzyloxycarbonyl chloride). The solvent is [OH-].[Na+] (sodium hydroxide), CCOCC (ether), [OH-].[Na+] (sodium hydroxide). Reaction conditions: time 2 hour. Yields the product [N+](=O)([O-])C1=CC=C(COC(=O)NCC(=O)O)C=C1 (N-(p-nitrobenzyloxycarbonyl)glycine). As a reaction SMILES: [NH2:1][CH2:2][C:3]([OH:5])=[O:4].[N+:6]([C:9]1[CH:19]=[CH:18][C:12]([CH2:13][O:14][C:15](Cl)=[O:16])=[CH:11][CH:10]=1)([O-:8])=[O:7]>[OH-].[Na+].CCOCC>[N+:6]([C:9]1[CH:10]=[CH:11][C:12]([CH2:13][O:14][C:15]([NH:1][CH2:2][C:3]([OH:5])=[O:4])=[O:16])=[CH:18][CH:19]=1)([O-:8])=[O:7] |f:2.3|. Reported procedure: A 3.75 g portion of glycine was dissolved in 25 ml of 2N sodium hydroxide aqueous solution, and to the resulting solution cooled on an ice bath were simultaneously added in dropwise 10.77 g of p-nitrobenzyloxycarbonyl chloride dissolved in ether and 12.5 ml of 4N sodium hydroxide aqueous solution. After stirring at the same temperature for 2 hours, the reaction solution was washed with ether, the resulting aqueous layer was adjusted to acidic with concentrated hydrochloric acid, and the thus pre... Yields the product ClC1=C(C=C(CNC2=NC=NC3=CC=C(C=C23)Cl)C=C1)NC=O (4-(4-Chloro-3-formamidobenzyl)amino-6-chloroquinazoline). Reaction SMILES: [NH2:1][C:2]1[CH:3]=[C:4]([CH:18]=[CH:19][C:20]=1[Cl:21])[CH2:5][NH:6][C:7]1[C:16]2[C:11](=[CH:12][CH:13]=[C:14]([Cl:17])[CH:15]=2)[N:10]=[CH:9][N:8]=1.[C:22](OC(=O)C)(=[O:24])C>C(O)=O>[Cl:21][C:20]1[CH:19]=[CH:18][C:4]([CH2:5][NH:6][C:7]2[C:16]3[C:11](=[CH:12][CH:13]=[C:14]([Cl:17])[CH:15]=3)[N:10]=[CH:9][N:8]=2)=[CH:3][C:2]=1[NH:1][CH:22]=[O:24]. The reactants are NC=1C=C(CNC2=NC=NC3=CC=C(C=C23)Cl)C=CC1Cl (4-(3-Amino-4-chlorobenzyl)amino-6-chloroquinazoline), C(C)(=O)OC(C)=O (acetic anhydride). Reported procedure: 0.90 g (2.82 mmol) of the 4-(3-amino-4-chlorobenzyl)amino-6-chloroquinazoline prepared in Example 147 was dissolved in 15 ml of formic acid, followed by the addition of 1 ml of acetic anhydride. The obtained mixture was stirred at room temperature for several hours and distilled under a reduced pressure to remove the solvent. The residue was purified by silica gel column chromatography (ethyl acetate) and recrystallized from ethyl acetate to give 0.64 g of the title compound as a pale yellow cry... Yield: 65.0%. The solvent is C(=O)O (formic acid). The reactants are carboxylic acid, OC1=C(C=C(C=C1)CCC(=O)O)C(CCC1=CC=CC=C1)=O (3-[4-Hydroxy-3-(3-phenyl-propionyl)-phenyl]-propionic acid), BrN1C(CCC1=O)=O (N-bromosuccinimide). Run in CN(C)C=O (DMF), CCOCC (ether). Conditions: time 2.5 hour. Yields the product BrC=1C=C(C=C(C1O)C(CCC1=CC=CC=C1)=O)CCC(=O)O (3-[3-bromo-4-hydroxy-5-(3-phenyl-propionyl)-phenyl]-propionic acid). Reaction SMILES: [OH:1][C:2]1[CH:7]=[CH:6][C:5]([CH2:8][CH2:9][C:10]([OH:12])=[O:11])=[CH:4][C:3]=1[C:13](=[O:22])[CH2:14][CH2:15][C:16]1[CH:21]=[CH:20][CH:19]=[CH:18][CH:17]=1.[Br:23]N1C(=O)CCC1=O>CN(C=O)C.CCOCC>[Br:23][C:7]1[CH:6]=[C:5]([CH2:8][CH2:9][C:10]([OH:12])=[O:11])[CH:4]=[C:3]([C:13](=[O:22])[CH2:14][CH2:15][C:16]2[CH:17]=[CH:18][CH:19]=[CH:20][CH:21]=2)[C:2]=1[OH:1]. Procedure: The carboxylic acid 209, for example 3-[4-Hydroxy-3-(3-phenyl-propionyl)-phenyl]-propionic acid, (1.04 gm, 3.4 g mmol) was dissolved in DMF (7 mL) and N-bromosuccinimide (0.65 g, 3.66 mmol) was added to the solution. The mixture was stirred at ambient temperature for 2.5 h, diluted with ether and the organic layer was separated and washed with water and brine and then filtered through a pad of magnesium sulfate and concentrated. The residue was purified by flash chromatography (3.5:1.5:0.1 of he... Starting materials: ClC1=CC=C(C=C1)C1=CC=C(O1)C(=O)O (5-(4-chlorophenyl)furan-2-carboxylic acid), Cl.NC=1C=C(C(=O)NC2CC2)C=CC1C (3-amino-N-cyclopropyl-4-methylbenzamide hydrochloride), CN(C)C=O (DMF). Solvent: O (water). Reaction conditions: time 1 hour. Yields the product ClC1=CC=C(C=C1)C1=CC=C(O1)C(=O)NC1=C(C=CC(=C1)C(NC1CC1)=O)C (5-(4-Chlorophenyl)-N-(5-(cyclopropylcarbamoyl)-2-methylphenyl)furan-2-carboxamide). Isolated yield 98.8%. As a reaction SMILES: [Cl:1][C:2]1[CH:7]=[CH:6][C:5]([C:8]2[O:12][C:11]([C:13]([OH:15])=O)=[CH:10][CH:9]=2)=[CH:4][CH:3]=1.Cl.[NH2:17][C:18]1[CH:19]=[C:20]([CH:27]=[CH:28][C:29]=1[CH3:30])[C:21]([NH:23][CH:24]1[CH2:26][CH2:25]1)=[O:22].CN(C=O)C>O>[Cl:1][C:2]1[CH:3]=[CH:4][C:5]([C:8]2[O:12][C:11]([C:13]([NH:17][C:18]3[CH:19]=[C:20]([C:21](=[O:22])[NH:23][CH:24]4[CH2:26][CH2:25]4)[CH:27]=[CH:28][C:29]=3[CH3:30])=[O:15])=[CH:10][CH:9]=2)=[CH:6][CH:7]=1 |f:1.2|. Reported procedure: To a solution of 5-(4-chlorophenyl)furan-2-carboxylic acid (45 mg, 0.20 mmol) and 3-amino-N-cyclopropyl-4-methylbenzamide hydrochloride (prepared as described in WO 04/071440) (50 mg, 0.22 mmol) in DMF (0.5 mL) DIPEA (0.105 mL, 0.6 mmol) and the resulting mixture was stirred at rt for 1 h then at 80° C. for 1 h. The reaction was cooled to rt and water (3 mL) was added and the crude product was collected by vacuum filtration and dried under vacuum to afford 78 mg of a tan solid. The crude product...